Dataset: the Open Reaction Database (ORD), a public repository of structured organic reaction records. Task: describe an organic reaction: reactants, conditions, products, and yield Reactants: Cc1ccc(Cl)c([N+](=O)[O-])c1, Cl, [H-], [Na+], CN(C)C=O, OCC(F)(F)F. The product is Cc1ccc(OCC(F)(F)F)c([N+](=O)[O-])c1. As a reaction SMILES: [Cl:9][c:10]1[c:11]([N+:17](=[O:18])[O-:19])[cH:12][c:13]([CH3:16])[cH:14][cH:15]1.[ClH:20].[H-:7].[Na+:8].[O:21]=[CH:22][N:23]([CH3:24])[CH3:25].[OH:1][CH2:2][C:3]([F:4])([F:5])[F:6]>>[O:1]([CH2:2][C:3]([F:4])([F:5])[F:6])[c:10]1[c:11]([N+:17](=[O:18])[O-:19])[cH:12][c:13]([CH3:16])[cH:14][cH:15]1. Starting materials: CCOC(=O)COc1c(C(=O)OC)sc(-c2cccc(NCc3cccc([N+](=O)[O-])c3)c2)c1Br, CCOC(C)=O, O, O, Cl[Sn]Cl. The product is CCOC(=O)COc1c(C(=O)OC)sc(-c2cccc(NCc3cccc(N)c3)c2)c1Br. Reaction SMILES: [CH3:1][O:2][C:3](=[O:4])[c:5]1[s:6][c:7](-[c:18]2[cH:19][c:20]([NH:24][CH2:25][c:26]3[cH:27][c:28]([N+:32]([O-:33])=[O:34])[cH:29][cH:30][cH:31]3)[cH:21][cH:22][cH:23]2)[c:8]([Br:17])[c:9]1[O:10][CH2:11][C:12](=[O:13])[O:14][CH2:15][CH3:16].[CH3:40][CH2:41][O:42][C:43](=[O:44])[CH3:45].[OH2:35].[OH2:36].[Sn:37]([Cl:38])[Cl:39]>>[CH3:1][O:2][C:3](=[O:4])[c:5]1[s:6][c:7](-[c:18]2[cH:19][c:20]([NH:24][CH2:25][c:26]3[cH:27][c:28]([NH2:32])[cH:29][cH:30][cH:31]3)[cH:21][cH:22][cH:23]2)[c:8]([Br:17])[c:9]1[O:10][CH2:11][C:12](=[O:13])[O:14][CH2:15][CH3:16].